describe an organic reaction: reactants, conditions, products, and yield From a dataset of the Open Reaction Database (ORD), a public repository of structured organic reaction records. Starting materials: C1(=CC=CC=C1)C(C(=O)Cl)C1=CC=CC=C1 (diphenylacetyl chloride), NCCCN1CCC(CC1)C=1C=C(C=CC1)NC(C(C)(C)C)=O (N-{3-[1-(3-aminopropyl)-4-piperidinyl]phenyl}-2,2-di methylpropanamide). Product: C1(=CC=CC=C1)C(C(=O)NCCCN1CCC(CC1)C=1C=C(C=CC1)NC(C(C)(C)C)=O)C1=CC=CC=C1 (N-[3-(1-{3-[(DIPHENYLACETYL)AMINO]PROPYL}-4-PIPERIDINYL)PHENYL]-2,2-DIMETHYLPROPANAMIDE). Reaction SMILES: [C:1]1([CH:7]([C:11]2[CH:16]=[CH:15][CH:14]=[CH:13][CH:12]=2)[C:8](Cl)=[O:9])[CH:6]=[CH:5][CH:4]=[CH:3][CH:2]=1.[NH2:17][CH2:18][CH2:19][CH2:20][N:21]1[CH2:26][CH2:25][CH:24]([C:27]2[CH:28]=[C:29]([NH:33][C:34](=[O:39])[C:35]([CH3:38])([CH3:37])[CH3:36])[CH:30]=[CH:31][CH:32]=2)[CH2:23][CH2:22]1>>[C:1]1([CH:7]([C:11]2[CH:16]=[CH:15][CH:14]=[CH:13][CH:12]=2)[C:8]([NH:17][CH2:18][CH2:19][CH2:20][N:21]2[CH2:26][CH2:25][CH:24]([C:27]3[CH:28]=[C:29]([NH:33][C:34](=[O:39])[C:35]([CH3:37])([CH3:36])[CH3:38])[CH:30]=[CH:31][CH:32]=3)[CH2:23][CH2:22]2)=[O:9])[CH:6]=[CH:5][CH:4]=[CH:3][CH:2]=1. Reported procedure: Example 18 was prepared from diphenylacetyl chloride and N-{3-[1-(3-aminopropyl)-4-piperidinyl]phenyl}-2,2-di methylpropanamide according to the procedures described in Scheme 8: 1H NMR (400 MHz, CDCl3) δ 7.51–7.41 (s, 1H), 7.34–7.10 (m, 13H), 6.99–6.80 (m, 2H), 4.81 (s, 1H), 3.40–3.26 (m, 2H), 2.96–2.78 (m, 2H), 2.50–2.25 (m, 3H), 1.98–1.82 (m, 2H), 1.79–1.68 (m, 2H), 1.68–1.45 (m, 4H), 1.23 (s, 9H); ESMS m/e: 512.3 (M+H)+. The reactants are ClC1=CC=C(CCl)C=C1 (4-chlorobenzyl chloride), ClC1=CC=C(CCl)C=C1 (4-chlorobenzyl chloride), [Mg] (Magnesium), 4-chlorobenzyl Grignard reagent, Grignard reagent, II (iodine), ClCCCC#N (4-chlorobutyronitrile). The solvent is C(C)OCC (diethyl ether), C(C)OCC (diethyl ether), C1(=CC=CC=C1)C (toluene), C(C)OCC (diethyl ether). Reaction conditions: time 45 minute. Product: ClC1=CC=C(CC2=NCCC2)C=C1 (2-(4-Chlorobenzyl)-1-pyrroline). As a reaction SMILES: [Mg].II.[Cl:4][C:5]1[CH:12]=[CH:11][C:8]([CH2:9]Cl)=[CH:7][CH:6]=1.Cl[CH2:14][CH2:15][CH2:16][C:17]#[N:18]>C(OCC)C.C1(C)C=CC=CC=1>[Cl:4][C:5]1[CH:12]=[CH:11][C:8]([CH2:9][C:17]2[CH2:16][CH2:15][CH2:14][N:18]=2)=[CH:7][CH:6]=1. Procedure: Magnesium turnings (4.04 g, 168 mmol) are introduced into diethyl ether abs. (10 ml), and the formation of the Grignard reagent is started with a crystal of iodine and 4-chlorobenzyl chloride (2.2 ml, 2.7 g, 16.8 mmol). The remaining amount of 4-chlorobenzyl chloride (19 ml, 24 g, 148.7 mmol), dissolved in diethyl ether abs. (150 ml), is added dropwise (45 min) such that the mixture boils vigorously. After addition is complete, the mixture is refluxed by heating for a further 1.5 h. A solution o... The reactants are FC1=CC=C(C=C1)C(O)(C1CCNCC1)C1=CC=C(C=C1)F (α,α-bis(4-fluorophenyl)-4-piperidinemethanol), BrCCCCCCCC(=O)OCC (ethyl 8-bromooctanoate), C([O-])([O-])=O.[Na+].[Na+] (sodium carbonate), [I-].[K+] (potassium iodide). Run in CN(C=O)C (N,N-dimethylformamide). The product is C(C)OC(CCCCCCCN1CCC(CC1)C(O)(C1=CC=C(C=C1)F)C1=CC=C(C=C1)F)=O (4-[Bis(4-fluorophenyl)hydroxymethyl]-1-piperidineoctanoic acid ethyl ester). The yield is 94.3%. Reaction SMILES: [F:1][C:2]1[CH:7]=[CH:6][C:5]([C:8]([C:16]2[CH:21]=[CH:20][C:19]([F:22])=[CH:18][CH:17]=2)([CH:10]2[CH2:15][CH2:14][NH:13][CH2:12][CH2:11]2)[OH:9])=[CH:4][CH:3]=1.Br[CH2:24][CH2:25][CH2:26][CH2:27][CH2:28][CH2:29][CH2:30][C:31]([O:33][CH2:34][CH3:35])=[O:32].C(=O)([O-])[O-].[Na+].[Na+].[I-].[K+]>CN(C)C=O>[CH2:34]([O:33][C:31](=[O:32])[CH2:30][CH2:29][CH2:28][CH2:27][CH2:26][CH2:25][CH2:24][N:13]1[CH2:12][CH2:11][CH:10]([C:8]([C:16]2[CH:17]=[CH:18][C:19]([F:22])=[CH:20][CH:21]=2)([C:5]2[CH:6]=[CH:7][C:2]([F:1])=[CH:3][CH:4]=2)[OH:9])[CH2:15][CH2:14]1)[CH3:35] |f:2.3.4,5.6|. Procedure: This compound was prepared according to the procedure used in Example 7. A mixture of 4.6 g (0.015 mole) of α,α-bis(4-fluorophenyl)-4-piperidinemethanol, 3.8 g (0.015 mole) of ethyl 8-bromooctanoate, 6.4 g (0.061 mole) of anhydrous sodium carbonate and 0.3 g (0.002 mole) of potassium iodide in 50 ml of N,N-dimethylformamide gave 6.7 g of a dark oil. The oil was purified by high pressure liquid chromatography (Waters Associates Prep LC/System 500A; PrepPAK® 500/silica; ethyl acetate-hexane 2:1; f... The reactants are CC(=O)O, CCOC(=O)COc1c(C(=O)OC)sc(-c2cccc(C=O)c2)c1Br, CC1(C)CC(N)CC(C)(C)C1. Yields the product CCOC(=O)COc1c(C(=O)OC)sc(-c2cccc(CN(C(C)=O)C3CC(C)(C)CC(C)(C)C3)c2)c1Br. RXN SMILES: [C:37]([CH3:38])(=[O:39])[OH:40].[CH3:1][O:2][C:3](=[O:4])[c:5]1[s:6][c:7](-[c:18]2[cH:19][c:20]([CH:24]=[O:25])[cH:21][cH:22][cH:23]2)[c:8]([Br:17])[c:9]1[O:10][CH2:11][C:12](=[O:13])[O:14][CH2:15][CH3:16].[CH3:26][C:27]1([CH3:36])[CH2:28][CH:29]([NH2:35])[CH2:30][C:31]([CH3:33])([CH3:34])[CH2:32]1>>[CH3:1][O:2][C:3](=[O:4])[c:5]1[s:6][c:7](-[c:18]2[cH:19][c:20]([CH2:24][N:35]([CH:29]3[CH2:28][C:27]([CH3:26])([CH3:36])[CH2:32][C:31]([CH3:33])([CH3:34])[CH2:30]3)[C:37]([CH3:38])=[O:39])[cH:21][cH:22][cH:23]2)[c:8]([Br:17])[c:9]1[O:10][CH2:11][C:12](=[O:13])[O:14][CH2:15][CH3:16]. Starting materials: ClC1=CC=C2C(=CNC2=C1)C(=O)N1CCC(CC1)C1=C(C=CC=C1OC)OC ((6-chloro-1H-indol-3-yl)-[4-(2,6-dimethoxy-phenyl)-piperidin-1-yl]-methanone), ClCC=1C=NC=CC1 (3-chloromethyl-pyridine). Yields the product ClC1=CC=C2C(=CN(C2=C1)CC=1C=NC=CC1)C(=O)N1CCC(CC1)C1=C(C=CC=C1OC)OC ((6-Chloro-1-pyridin-3-ylmethyl-1H-indol-3-yl)-[4-(2,6-dimethoxy-phenyl)-piperidin-1-yl]-methanone). As a reaction SMILES: [Cl:1][C:2]1[CH:10]=[C:9]2[C:5]([C:6]([C:11]([N:13]3[CH2:18][CH2:17][CH:16]([C:19]4[C:24]([O:25][CH3:26])=[CH:23][CH:22]=[CH:21][C:20]=4[O:27][CH3:28])[CH2:15][CH2:14]3)=[O:12])=[CH:7][NH:8]2)=[CH:4][CH:3]=1.Cl[CH2:30][C:31]1[CH:32]=[N:33][CH:34]=[CH:35][CH:36]=1>>[Cl:1][C:2]1[CH:10]=[C:9]2[C:5]([C:6]([C:11]([N:13]3[CH2:14][CH2:15][CH:16]([C:19]4[C:24]([O:25][CH3:26])=[CH:23][CH:22]=[CH:21][C:20]=4[O:27][CH3:28])[CH2:17][CH2:18]3)=[O:12])=[CH:7][N:8]2[CH2:30][C:31]2[CH:32]=[N:33][CH:34]=[CH:35][CH:36]=2)=[CH:4][CH:3]=1. Procedure details: Following general procedure II, the alkylation of (6-chloro-1H-indol-3-yl)-[4-(2,6-dimethoxy-phenyl)-piperidin-1-yl]-methanone (preparation described herein), with commercially available 3-chloromethyl-pyridine gave the title compound. Reactants: Nc1cc(Br)cc2nc(-c3ccco3)nn12, Cc1ccc(O)cc1, CN1CCCC1=O. The product is Cc1ccc(Oc2cc(N)n3nc(-c4ccco4)nc3c2)cc1. Reaction SMILES: [Br:1][c:2]1[cH:3][c:4]2[n:5]([c:6]([NH2:8])[cH:7]1)[n:9][c:10](-[c:12]1[o:13][cH:14][cH:15][cH:16]1)[n:11]2.[CH3:17][c:18]1[cH:19][cH:20][c:21]([OH:24])[cH:22][cH:23]1.[CH3:25][N:26]1[CH2:27][CH2:28][CH2:29][C:30]1=[O:31]>>[c:2]1([O:24][c:21]2[cH:20][cH:19][c:18]([CH3:17])[cH:23][cH:22]2)[cH:3][c:4]2[n:5]([c:6]([NH2:8])[cH:7]1)[n:9][c:10](-[c:12]1[o:13][cH:14][cH:15][cH:16]1)[n:11]2.